Dataset: the Open Reaction Database (ORD), a public repository of structured organic reaction records. Task: describe an organic reaction: reactants, conditions, products, and yield The reactants are CC(O)C1CCN(Cc2ccccc2)CC1c1ccc(Cl)cc1, Clc1ccc(Cl)nc1, [H-], [Na+], CN(C)C=O. Product: CC(Oc1ccc(Cl)cn1)C1CCN(Cc2ccccc2)CC1c1ccc(Cl)cc1. Reaction SMILES: [CH2:3]([c:4]1[cH:5][cH:6][cH:7][cH:8][cH:9]1)[N:10]1[CH2:11][CH:12]([c:19]2[cH:20][cH:21][c:22]([Cl:25])[cH:23][cH:24]2)[CH:13]([CH:16]([CH3:17])[OH:18])[CH2:14][CH2:15]1.[Cl:26][c:27]1[n:28][cH:29][c:30]([Cl:33])[cH:31][cH:32]1.[H-:2].[Na+:1].[O:34]=[CH:35][N:36]([CH3:37])[CH3:38]>>[CH2:3]([c:4]1[cH:5][cH:6][cH:7][cH:8][cH:9]1)[N:10]1[CH2:11][CH:12]([c:19]2[cH:20][cH:21][c:22]([Cl:25])[cH:23][cH:24]2)[CH:13]([CH:16]([CH3:17])[O:18][c:27]2[n:28][cH:29][c:30]([Cl:33])[cH:31][cH:32]2)[CH2:14][CH2:15]1. Reactants: FC1=C(CN2C=NC3=C2C=NC(=C3)C(=O)O)C=CC=C1F (3-(2,3-difluorobenzyl)-3H-imidazo[4,5-c]pyridine-6-carboxylic acid), CON (N-methoxyamine). The product is FC1=C(CN2C=NC3=C2C=NC(=C3)C(=O)NOC)C=CC=C1F (3-(2,3-Difluorobenzyl)-N-methoxy-3H-imidazo[4,5-c]pyridine-6-carboxamide). As a reaction SMILES: [F:1][C:2]1[C:20]([F:21])=[CH:19][CH:18]=[CH:17][C:3]=1[CH2:4][N:5]1[C:9]2[CH:10]=[N:11][C:12]([C:14](O)=[O:15])=[CH:13][C:8]=2[N:7]=[CH:6]1.[CH3:22][O:23][NH2:24]>>[F:1][C:2]1[C:20]([F:21])=[CH:19][CH:18]=[CH:17][C:3]=1[CH2:4][N:5]1[C:9]2[CH:10]=[N:11][C:12]([C:14]([NH:24][O:23][CH3:22])=[O:15])=[CH:13][C:8]=2[N:7]=[CH:6]1. Reported procedure: The title compound can be prepared by coupling of 3-(2,3-difluorobenzyl)-3H-imidazo[4,5-c]pyridine-6-carboxylic acid and N-methoxyamine under the same conditions as those in step (c) of example 1. The reactants are [OH-].[K+] (potassium hydroxide), C(/C=C/CCl)Cl (trans 1,4-dichlorobutene-2), C(CC(=O)OCCCC)(=O)OCCCC (di-n-butyl malonate). The reagents and catalysts are [Cl-].C(CCCCCCC)(=O)C(C(CCCCCCC)=O)(C(CCCCCCC)=O)[NH3+] (tricaprylylmethylammonium chloride). Solvent: hydrocarbon, petroleum ether. Yields the product C(=C)C1C(C1)(C(=O)OCCCC)C(=O)OCCCC (di-n-butyl 2-vinylcyclopropane-1,1-dicarboxylate). Yield: 34.1%. Reaction SMILES: [OH-].[K+].[CH2:3](Cl)/[CH:4]=[CH:5]/[CH2:6]Cl.[C:9]([O:19][CH2:20][CH2:21][CH2:22][CH3:23])(=[O:18])[CH2:10][C:11]([O:13][CH2:14][CH2:15][CH2:16][CH3:17])=[O:12]>[Cl-].C(C([NH3+])(C(=O)CCCCCCC)C(=O)CCCCCCC)(=O)CCCCCCC>[CH:4]([CH:5]1[CH2:6][C:10]1([C:11]([O:13][CH2:14][CH2:15][CH2:16][CH3:17])=[O:12])[C:9]([O:19][CH2:20][CH2:21][CH2:22][CH3:23])=[O:18])=[CH2:3] |f:0.1,4.5|. Reported procedure: Employing a reaction similar to that described in Example 1 except that a hydrocarbon solvent is included in the reaction mixture, 152 g 50% aqueous potassium hydroxide solution was added dropwise to a vigorously stirred solution of 64.5 g (0.52 mol) trans 1,4-dichlorobutene-2,112.5 g (0.52 mol) di-n-butyl malonate, 4.0 g tricaprylylmethylammonium chloride and 200 cc petroleum ether. Upon workup and distillation, 47.6 g (37.1% yield) of di-n-butyl 2-vinylcyclopropane-1,1-dicarboxylate (bp 101°-1... The reactants are OC1=C(CC2=CC=C(C(=O)OC)C=C2)C=CC=C1 (methyl 4-(2-hydroxybenzyl)benzoate), C([O-])([O-])=O.[K+].[K+] (potassium carbonate), C(C1=CC=CC=C1)Br (benzylbromide). Run in CN(C=O)C (N,N-dimethylformamide). Reaction conditions: temperature 50 celsius, time 5 hour. The product is C(C1=CC=CC=C1)OC1=C(CC2=CC=C(C(=O)OC)C=C2)C=CC=C1 (methyl 4-(2-benzyloxybenzyl)benzoate). RXN SMILES: [OH:1][C:2]1[CH:18]=[CH:17][CH:16]=[CH:15][C:3]=1[CH2:4][C:5]1[CH:14]=[CH:13][C:8]([C:9]([O:11][CH3:12])=[O:10])=[CH:7][CH:6]=1.C(=O)([O-])[O-].[K+].[K+].[CH2:25](Br)[C:26]1[CH:31]=[CH:30][CH:29]=[CH:28][CH:27]=1>CN(C)C=O>[CH2:25]([O:1][C:2]1[CH:18]=[CH:17][CH:16]=[CH:15][C:3]=1[CH2:4][C:5]1[CH:14]=[CH:13][C:8]([C:9]([O:11][CH3:12])=[O:10])=[CH:7][CH:6]=1)[C:26]1[CH:31]=[CH:30][CH:29]=[CH:28][CH:27]=1 |f:1.2.3|. Procedure details: To a suspension of methyl 4-(2-hydroxybenzyl)benzoate (1.5 g) and potassium carbonate (0.94 g) in N,N-dimethylformamide (200 mL) was added benzylbromide (0.81 mL), and the mixture was stirred at 50° C. for 5 hours. An insoluble material was removed by filtration, water and dilute hydrochloric acid was added to the filtrate, and the mixture was extracted with ethyl acetate. The organic layer was washed with brine and dried over anhydrous magnesium sulfate, and the solvent was removed under reduce... Reactants: O=C([O-])[O-], COCCOC, FC(F)(F)c1cccnc1Cl, [Na+], [Na+], Cc1ccc(B(O)O)cc1, c1ccc(P(c2ccccc2)(c2ccccc2)[Pd](P(c2ccccc2)(c2ccccc2)c2ccccc2)(P(c2ccccc2)(c2ccccc2)c2ccccc2)P(c2ccccc2)(c2ccccc2)c2ccccc2)cc1. RXN SMILES: [C:22](=[O:23])([O-:24])[O-:25].[CH3:28][O:29][CH2:30][CH2:31][O:32][CH3:33].[Cl:1][c:2]1[n:3][cH:4][cH:5][cH:6][c:7]1[C:8]([F:9])([F:10])[F:11].[Na+:26].[Na+:27].[c:12]1([CH3:21])[cH:13][cH:14][c:15]([B:18]([OH:19])[OH:20])[cH:16][cH:17]1.[cH:34]1[cH:35][cH:36][c:37]([P:38]([Pd:39]([P:40]([c:41]2[cH:42][cH:43][cH:44][cH:45][cH:46]2)([c:47]2[cH:48][cH:49][cH:50][cH:51][cH:52]2)[c:53]2[cH:54][cH:55][cH:56][cH:57][cH:58]2)([P:59]([c:60]2[cH:61][cH:62][cH:63][cH:64][cH:65]2)([c:66]2[cH:67][cH:68][cH:69][cH:70][cH:71]2)[c:72]2[cH:73][cH:74][cH:75][cH:76][cH:77]2)[P:78]([c:79]2[cH:80][cH:81][cH:82][cH:83][cH:84]2)([c:85]2[cH:86][cH:87][cH:88][cH:89][cH:90]2)[c:91]2[cH:92][cH:93][cH:94][cH:95][cH:96]2)([c:97]2[cH:98][cH:99][cH:100][cH:101][cH:102]2)[c:103]2[cH:104][cH:105][cH:106][cH:107][cH:108]2)[cH:109][cH:110]1>>[c:2]1(-[c:15]2[cH:14][cH:13][c:12]([CH3:21])[cH:17][cH:16]2)[n:3][cH:4][cH:5][cH:6][c:7]1[C:8]([F:9])([F:10])[F:11]. Yields the product Cc1ccc(-c2ncccc2C(F)(F)F)cc1. Starting materials: O (water), C(C)(C)(C)OC(=O)N[C@@H](CN)CC1=CNC2=CC=CC=C12 ((1R)-N1 -(tert-butoxycarbonyl)-1-(1H-indol-3-ylmethyl)-1,2-ethanediamine), BrCCCC(=O)OCC (ethyl 4-bromobutyrate), C([O-])([O-])=O.[Na+].[Na+] (sodium carbonate). The solvent is C(C)OCC (diethyl ether), CN1CCCN(C1=O)C (N,N'-dimethylpropyleneurea). Reaction conditions: time 45 minute. Yields the product C(C)(C)(C)OC(=O)N[C@@H](CNCCCC(=O)OCC)CC1=CNC2=CC=CC=C12 ((1R)-N1 -(tert-butoxycarbonyl)-N2 -[3-(ethoxycarbonyl)-propyl]-1-(1H-indol-3-ylmethyl)-1,2-ethanediamine). Reaction SMILES: [C:1]([O:5][C:6]([NH:8][C@H:9]([CH2:12][C:13]1[C:21]2[C:16](=[CH:17][CH:18]=[CH:19][CH:20]=2)[NH:15][CH:14]=1)[CH2:10][NH2:11])=[O:7])([CH3:4])([CH3:3])[CH3:2].Br[CH2:23][CH2:24][CH2:25][C:26]([O:28][CH2:29][CH3:30])=[O:27].C(=O)([O-])[O-].[Na+].[Na+].O>CN1C(=O)N(C)CCC1.C(OCC)C>[C:1]([O:5][C:6]([NH:8][C@H:9]([CH2:12][C:13]1[C:21]2[C:16](=[CH:17][CH:18]=[CH:19][CH:20]=2)[NH:15][CH:14]=1)[CH2:10][NH:11][CH2:23][CH2:24][CH2:25][C:26]([O:28][CH2:29][CH3:30])=[O:27])=[O:7])([CH3:4])([CH3:2])[CH3:3] |f:2.3.4|. Reported procedure: To a solution of (1R)-N1 -(tert-butoxycarbonyl)-1-(1H-indol-3-ylmethyl)-1,2-ethanediamine (1.00 g) in N,N'-dimethylpropyleneurea (10 ml) were added successively ethyl 4-bromobutyrate (0.49 ml) and sodium carbonate (0.73 g) at room temperature in a stream of nitrogen. The mixture was stirred at the same temperature for 45 minutes and then at 110° C. for 3 hours. After cooling to room temperature, water (100 ml) and diethyl ether (50 ml) were added into the mixture. The organic layer was separated... Reactants: C1(=CC=CC=C1)C(CC)NC=1N=C(C=2N=CN([C@H]3[C@H](O)[C@H](O)[C@@H](CO)O3)C2N1)N ((R)-2-[(1-Phenylpropyl)amino]adenosine), Cl (hydrochloric acid), C([O-])(O)=O.[Na+] (sodium bicarbonate). The product is C1(=CC=CC=C1)C(C)(C)NC=1N=C(C=2N=CN([C@H]3[C@H](O)[C@H](O)[C@@H](CO)O3)C2N1)N ((R)-2-[(Phenylisopropyl)Amino]Adenosine). RXN SMILES: [C:1]1([CH:7]([NH:10][C:11]2[N:12]=[C:13]([NH2:29])[C:14]3[N:15]=[CH:16][N:17]([C:27]=3[N:28]=2)[C@@H:18]2[O:26][C@H:23]([CH2:24][OH:25])[C@@H:21]([OH:22])[C@H:19]2[OH:20])[CH2:8]C)[CH:6]=[CH:5][CH:4]=[CH:3][CH:2]=1.Cl.[C:31](=O)(O)[O-].[Na+]>>[C:1]1([C:7]([NH:10][C:11]2[N:12]=[C:13]([NH2:29])[C:14]3[N:15]=[CH:16][N:17]([C:27]=3[N:28]=2)[C@@H:18]2[O:26][C@H:23]([CH2:24][OH:25])[C@@H:21]([OH:22])[C@H:19]2[OH:20])([CH3:8])[CH3:31])[CH:6]=[CH:5][CH:4]=[CH:3][CH:2]=1 |f:2.3|. Reported procedure: Treat the secondary amine (3) (249 mg, 0.57 mmol) with 1M hydrochloric acid (20 ml) and heat the reaction to 50° C. for 30 minutes. Cool the reaction and pour into saturated sodium bicarbonate (200 ml). Extract the reaction with chloroform (3×150 ml). Combine the organic extracts, dry over anhydrous magnesium sulfate, filter, and concentrate under vacuum. Purify the residue by radial chromatography (2% to 4% to 8% to 15% methanol/chloroform, 4 mm plate) four times to provide the title compound (...